The task is: describe an organic reaction: reactants, conditions, products, and yield. This data is from the Open Reaction Database (ORD), a public repository of structured organic reaction records. Reactants: CCOC(C)=O, [Na+], [OH-], O=C(O)c1ccccc1, O=[SH](=O)[O-], NC(Cc1ccccc1)C1CC(Cc2ccccc2)=NO1, Cc1ccc(S(=O)(=O)O)cc1. Yields the product O=C(O)c1ccccc1, NC(Cc1ccccc1)C1CC(Cc2ccccc2)=NO1. As a reaction SMILES: [CH3:48][CH2:49][O:50][C:51](=[O:52])[CH3:53].[Na+:34].[OH-:33].[OH:39][C:40](=[O:41])[c:42]1[cH:43][cH:44][cH:45][cH:46][cH:47]1.[SH:35](=[O:36])(=[O:37])[O-:38].[c:12]1([CH2:18][C:19]2=[N:20][O:21][CH:22]([CH:24]([CH2:25][c:26]3[cH:27][cH:28][cH:29][cH:30][cH:31]3)[NH2:32])[CH2:23]2)[cH:13][cH:14][cH:15][cH:16][cH:17]1.[c:1]1([CH3:2])[cH:3][cH:4][c:5]([S:6]([OH:7])(=[O:8])=[O:9])[cH:10][cH:11]1>>[O:39]=[C:40]([OH:41])[c:42]1[cH:43][cH:44][cH:45][cH:46][cH:47]1.[c:12]1([CH2:18][C:19]2=[N:20][O:21][CH:22]([CH:24]([CH2:25][c:26]3[cH:27][cH:28][cH:29][cH:30][cH:31]3)[NH2:32])[CH2:23]2)[cH:13][cH:14][cH:15][cH:16][cH:17]1. The reactants are ClCCC(=O)Cl (3-Chioropropionyl chloride), N1CCCCC1 (piperidine), [Br-].NC1=C(C[P+](C2=CC=CC=C2)(C2=CC=CC=C2)C2=CC=CC=C2)C=CC=C1 (2-aminobenzyltriphenylphosphonium bromide), Cl (hydrochloric acid). The solvent is ClCCl (dichloromethane), ClCCl (Dichloromethane). Yields the product [Br-].ClCCC(=O)NC1=C(C[P+](C2=CC=CC=C2)(C2=CC=CC=C2)C2=CC=CC=C2)C=CC=C1 (2-(3-chloropropionylamino)benzyltriphenylphosphonium bromide). Isolated yield 48.0%. RXN SMILES: [Cl:1][CH2:2][CH2:3][C:4](Cl)=[O:5].N1CCCCC1.[Br-:13].[NH2:14][C:15]1[CH:40]=[CH:39][CH:38]=[CH:37][C:16]=1[CH2:17][P+:18]([C:31]1[CH:36]=[CH:35][CH:34]=[CH:33][CH:32]=1)([C:25]1[CH:30]=[CH:29][CH:28]=[CH:27][CH:26]=1)[C:19]1[CH:24]=[CH:23][CH:22]=[CH:21][CH:20]=1.Cl>ClCCl>[Br-:13].[Cl:1][CH2:2][CH2:3][C:4]([NH:14][C:15]1[CH:40]=[CH:39][CH:38]=[CH:37][C:16]=1[CH2:17][P+:18]([C:31]1[CH:32]=[CH:33][CH:34]=[CH:35][CH:36]=1)([C:19]1[CH:24]=[CH:23][CH:22]=[CH:21][CH:20]=1)[C:25]1[CH:26]=[CH:27][CH:28]=[CH:29][CH:30]=1)=[O:5] |f:2.3,6.7|. Procedure details: 3-Chioropropionyl chloride (3.0 ml, 32 mmol) and piperidine (3.5 ml, 43.5 mmol) were added to a suspension of 2-aminobenzyltriphenylphosphonium bromide (13.0 g, 29 mmol) (synthesised using the procedure of Capuano et al, Chem. Ber., 1986, 119, 2069-2074) in dichloromethane (60 ml) under a nitrogen atmosphere. The mixture was heated at reflux for 30 min. and then cooled to room temperature. Dichloromethane (60 ml) and hydrochloric acid (1N, 50 ml) were added and the precipitated solid was collect... Starting materials: C(#N)CC1=C(C(=O)O)C=CC=C1 (2-Cyanomethyl-benzoic acid), NC1=NNC=C1 (3-amino-pyrazole). Run in C(C)(=O)O (acetic acid). Run at temperature 130 celsius, time 1 hour. Product: N1N=C(C=C1)NC=1NC(C2=CC=CC=C2C1)=O (3-(1H-pyrazol-3-ylamino)-2H-isoquinolin-1-one). The yield is 79.6%. As a reaction SMILES: [C:1]([CH2:3][C:4]1[CH:12]=[CH:11][CH:10]=[CH:9][C:5]=1[C:6](O)=[O:7])#[N:2].[NH2:13][C:14]1[CH:18]=[CH:17][NH:16][N:15]=1>C(O)(=O)C>[NH:16]1[CH:17]=[CH:18][C:14]([NH:13][C:1]2[NH:2][C:6](=[O:7])[C:5]3[C:4]([CH:3]=2)=[CH:12][CH:11]=[CH:10][CH:9]=3)=[N:15]1. Procedure: 2-Cyanomethyl-benzoic acid (1.61 g, 0.01 mol), 3-amino-pyrazole (1 g, 0.01 mol), acetic acid (15 ml), were sealed in a bottle (20 ml). The mixture was heated at 130° C. for 20 minutes under microwave irradiation. The mixture was concentrated and the residue was dissolved in 5 ml MeOH. The solution was added dropwise to 200 ml water. After stirred for 1 hour, solid was collected and dried to give product (1.8 g, 75% yield). LC-MS: 227 (MH+) The reactants are C1CCOC1, CC(Br)=C(c1ccc(N(C)C)cc1)c1ccc(N(C)C)cc1, ClP(c1ccccc1)c1ccccc1, [Li]CCCC, O. Yields the product CC(=C(c1ccc(N(C)C)cc1)c1ccc(N(C)C)cc1)P(c1ccccc1)c1ccccc1. Reaction SMILES: [CH2:23]1[O:24][CH2:25][CH2:26][CH2:27]1.[CH3:1][N:2]([c:3]1[cH:4][cH:5][c:6]([C:9](=[C:10]([CH3:11])[Br:12])[c:13]2[cH:14][cH:15][c:16]([N:19]([CH3:20])[CH3:21])[cH:17][cH:18]2)[cH:7][cH:8]1)[CH3:22].[Cl:33][P:34]([c:35]1[cH:36][cH:37][cH:38][cH:39][cH:40]1)[c:41]1[cH:42][cH:43][cH:44][cH:45][cH:46]1.[Li:28][CH2:29][CH2:30][CH2:31][CH3:32].[OH2:47]>>[CH3:1][N:2]([c:3]1[cH:4][cH:5][c:6]([C:9](=[C:10]([CH3:11])[P:34]([c:35]2[cH:36][cH:37][cH:38][cH:39][cH:40]2)[c:41]2[cH:42][cH:43][cH:44][cH:45][cH:46]2)[c:13]2[cH:14][cH:15][c:16]([N:19]([CH3:20])[CH3:21])[cH:17][cH:18]2)[cH:7][cH:8]1)[CH3:22].